Dataset: the Open Reaction Database (ORD), a public repository of structured organic reaction records. Task: describe an organic reaction: reactants, conditions, products, and yield Yields the product CCC(=O)Nc1nc2c(s1)CCc1ccccc1-2. RXN SMILES: [C:15]([CH2:16][CH3:17])(=[O:18])[Cl:19].[OH2:20].[cH:21]1[cH:22][cH:23][n:24][cH:25][cH:26]1.[n:1]1[c:2]([NH2:14])[s:3][c:4]2[c:5]1-[c:6]1[cH:7][cH:8][cH:9][cH:10][c:11]1[CH2:12][CH2:13]2>>[n:1]1[c:2]([NH:14][C:15]([CH2:16][CH3:17])=[O:18])[s:3][c:4]2[c:5]1-[c:6]1[cH:7][cH:8][cH:9][cH:10][c:11]1[CH2:12][CH2:13]2. Starting materials: CCC(=O)Cl, O, c1ccncc1, Nc1nc2c(s1)CCc1ccccc1-2. The reactants are C(C)OC(=O)C=1SC(=CC1OCC(=O)OCC)Cl (ethyl (2-ethoxycarbonyl-5-chloro-3-thienyl)-oxyacetate), Cl (hydrochloric acid). The solvent is [OH-].[Na+] (sodium hydroxide). Run at temperature 20 celsius. The product is C(=O)(O)C=1SC(=CC1OCC(=O)O)Cl ((2-carboxy-5-chloro-3-thienyl)oxyacetic acid). The yield is 90.9%. Reaction SMILES: C([O:3][C:4]([C:6]1[S:7][C:8]([Cl:18])=[CH:9][C:10]=1[O:11][CH2:12][C:13]([O:15]CC)=[O:14])=[O:5])C.Cl>[OH-].[Na+]>[C:4]([C:6]1[S:7][C:8]([Cl:18])=[CH:9][C:10]=1[O:11][CH2:12][C:13]([OH:15])=[O:14])([OH:5])=[O:3] |f:2.3|. Procedure: A mixture of 2.26 g of the product of Step B and 40 ml of 2N sodium hydroxide was refluxed under nitrogen for 45 minutes and the mixture was cooled to 20° C. 12 ml of 10N hydrochloric acid were added thereto and the mixture was vacuum filtered. The precipitate was washed twice with iced water to obtain 1.66 g of (2-carboxy-5-chloro-3-thienyl)oxyacetic acid melting at 214° C. The reactants are C(C)(=O)C1=C(C(=C(OCCCOC=2C(=C(C=CC2)NC(=O)C2=NN=NN2CC2=CC=C(C=C2)OC)C#N)C=C1)CCC(F)(F)F)O (N-{{3-{3-[4-acetyl-3-hydroxy-2-(3,3,3-trifluoropropyl)-phenoxy]-propoxy}-2-cyanophenyl}}-1-(4-methoxybenzyl)-tetrazole-5-carboxamide). Reaction SMILES: [C:1]([C:4]1[CH:39]=[CH:38][C:7]([O:8][CH2:9][CH2:10][CH2:11][O:12][C:13]2[C:14]([C:36]#[N:37])=[C:15]([NH:19][C:20]([C:22]3[N:26](CC4C=CC(OC)=CC=4)[N:25]=[N:24][N:23]=3)=[O:21])[CH:16]=[CH:17][CH:18]=2)=[C:6]([CH2:40][CH2:41][C:42]([F:45])([F:44])[F:43])[C:5]=1[OH:46])(=[O:3])[CH3:2]>FC(F)(F)C(O)=O.C1(OC)C=CC=CC=1>[C:1]([C:4]1[CH:39]=[CH:38][C:7]([O:8][CH2:9][CH2:10][CH2:11][O:12][C:13]2[C:14]([C:36]#[N:37])=[C:15]([NH:19][C:20]([C:22]3[NH:26][N:25]=[N:24][N:23]=3)=[O:21])[CH:16]=[CH:17][CH:18]=2)=[C:6]([CH2:40][CH2:41][C:42]([F:43])([F:45])[F:44])[C:5]=1[OH:46])(=[O:3])[CH3:2]. Solvent: FC(C(=O)O)(F)F (trifluoroacetic acid), C1(=CC=CC=C1)OC (anisole). Product: C(C)(=O)C1=C(C(=C(OCCCOC=2C(=C(C=CC2)NC(=O)C2=NN=NN2)C#N)C=C1)CCC(F)(F)F)O (N-{{3-{3-[4-acetyl-3-hydroxy-2-(3,3,3-trifluoropropyl)-phenoxy]-propoxy}-2-cyano-phenyl}}-1H-tetrazole-5-carboxamide). Procedure details: A solution of 7.05 g of N-{{3-{3-[4-acetyl-3-hydroxy-2-(3,3,3-trifluoropropyl)-phenoxy]-propoxy}-2-cyanophenyl}}-1-(4-methoxybenzyl)-tetrazole-5-carboxamide in 150 ml of trifluoroacetic acid and 15 ml of anisole is refluxed for 30 minutes. The reaction mixture is concentrated under reduced pressure, about 200 ml of ether and 300 ml of petroleum ether are added and the crystals are filtered off. The N-{{3-{3-[4-acetyl-3-hydroxy-2-(3,3,3-trifluoropropyl)-phenoxy]-propoxy}-2-cyano-phenyl}}-1H-tetra... Reactants: ClC=1C=C(C(=O)OC)C=CN1 (2-chloroisonicotinic acid, methyl ester), NC=1SC=C(N1)C (2-amino-4-methylthiazole), P(=O)([O-])([O-])[O-].[K+].[K+].[K+] (potassium phosphate). Reagents/catalysts: C1(=CC=CC=C1)P(C1=CC=CC=2C(C3=CC=CC(=C3OC12)P(C1=CC=CC=C1)C1=CC=CC=C1)(C)C)C1=CC=CC=C1 (4,5-bis(diphenylphosphino)-9,9-dimethyl-9H-xanthene), C=1C=CC(=CC1)/C=C/C(=O)/C=C/C2=CC=CC=C2.C=1C=CC(=CC1)/C=C/C(=O)/C=C/C2=CC=CC=C2.C=1C=CC(=CC1)/C=C/C(=O)/C=C/C2=CC=CC=C2.[Pd].[Pd] (Pd2(dba)3). The solvent is O (water), C1(=CC=CC=C1)C (toluene). The product is CC=1N=C(SC1)NC=1C=C(C(=O)OC)C=CN1 (methyl 2-(4-methylthiazol-2-ylamino)isonicotinate). Isolated yield 71.5%. RXN SMILES: Cl[C:2]1[CH:3]=[C:4]([CH:9]=[CH:10][N:11]=1)[C:5]([O:7][CH3:8])=[O:6].[NH2:12][C:13]1[S:14][CH:15]=[C:16]([CH3:18])[N:17]=1.P([O-])([O-])([O-])=O.[K+].[K+].[K+]>C1(C)C=CC=CC=1.O.C1C=CC(/C=C/C(/C=C/C2C=CC=CC=2)=O)=CC=1.C1C=CC(/C=C/C(/C=C/C2C=CC=CC=2)=O)=CC=1.C1C=CC(/C=C/C(/C=C/C2C=CC=CC=2)=O)=CC=1.[Pd].[Pd].C1(P(C2C=CC=CC=2)C2C3OC4C(=CC=CC=4P(C4C=CC=CC=4)C4C=CC=CC=4)C(C)(C)C=3C=CC=2)C=CC=CC=1>[CH3:18][C:16]1[N:17]=[C:13]([NH:12][C:2]2[CH:3]=[C:4]([CH:9]=[CH:10][N:11]=2)[C:5]([O:7][CH3:8])=[O:6])[S:14][CH:15]=1 |f:2.3.4.5,8.9.10.11.12|. Procedure details: Using the method of Example 3, Step B, 2-chloroisonicotinic acid, methyl ester (4.734 g, 27.59 mmol), 2-amino-4-methylthiazole (3.0 g, 26.28 mmol), potassium phosphate (2.393 ml, 28.90 mmol), Pd2(dba)3 (0.6016 g, 0.6569 mmol), 4,5-bis(diphenylphosphino)-9,9-dimethyl-9H-xanthene (0.4181 g, 0.7226 mmol) in toluene (20 mL) and water (0.5 mL) were reacted to afford methyl 2-(4-methylthiazol-2-ylamino)isonicotinate (4.682 g, 71.48% yield) as a white solid. 1H NMR (CDCl3) δ 10.25 (bs, 1H), 8.47 (dd, 1... Starting materials: [OH-].[Li+] (Lithium hydroxide), COC(CC1=CC(=C(C(=C1)Br)OC1=CC(=C(C(=C1)Br)O)Br)Br)=O (methyl[3,5-dibromo-4-(3,5-dibromo-4-hydroxyphenoxy)phenyl]acetate), crude product, Cl (hydrochloric acid). The solvent is O1CCCC1 (tetrahydrofuran). Reaction conditions: time 2 hour. The product is BrC=1C=C(C=C(C1OC1=CC(=C(C(=C1)Br)O)Br)Br)CC(=O)O (3,5-dibromo-4-(3,5-dibromo-4-hydroxyphenoxy)phenylacetic acid). RXN SMILES: [OH-].[Li+].C[O:4][C:5](=[O:25])[CH2:6][C:7]1[CH:12]=[C:11]([Br:13])[C:10]([O:14][C:15]2[CH:20]=[C:19]([Br:21])[C:18]([OH:22])=[C:17]([Br:23])[CH:16]=2)=[C:9]([Br:24])[CH:8]=1.Cl>O1CCCC1>[Br:13][C:11]1[CH:12]=[C:7]([CH2:6][C:5]([OH:25])=[O:4])[CH:8]=[C:9]([Br:24])[C:10]=1[O:14][C:15]1[CH:16]=[C:17]([Br:23])[C:18]([OH:22])=[C:19]([Br:21])[CH:20]=1 |f:0.1|. Procedure details: To a stirred mixture of methyl[3,5-dibromo-4-(3-formyl-4-hydroxy-5-methyl-phenoxy)phenyl]acetate (60 mg, 0.13 mmol) and trifluoroacetic acid (1.5 mL), triethylsilane (62 μl, 0.39 mmol) was added. The reaction mixture was stirred at room temperature for 20 hours, the organic phase concentrated and the residue was co-evaporated (toluene) to give 60 mg of crude methyl[3,5-dibromo-4-(3,5-dibromo-4-hydroxyphenoxy)phenyl]acetate. The crude product was used in next step. Lithium hydroxide (1.5 ml, 1N) ... The reactants are ClC=1N=C(C2=C(N1)C(=C(S2)CNC)C)N2CCOCC2 (1-(2-Chloro-7-methyl-4-morpholinothieno[3,2-d]pyrimidin-6-yl)-N-methylmethanamine), CS(=O)(=O)Cl (methanesulfonylchloride), CC1(OB(OC1(C)C)C1=C2C=NNC2=CC=C1)C (4-(4,4,5,5-tetramethyl-[1,3,2]dioxaborolan-2-yl)-1H-indazole). The yield is 29.0%. Procedure details: 1-(2-Chloro-7-methyl-4-morpholinothieno[3,2-d]pyrimidin-6-yl)-N-methylmethanamine 56 from Example 11b was reacted with methanesulfonylchloride (1.2 eq) followed by Suzuki coupling of 4-(4,4,5,5-tetramethyl-1,3,2-dioxaborolan-2-yl)1H-indazole 7 as per General Procedure K. Complete reaction was confirmed by LCMS and the reaction was concentrated in vacuo to give 31.0 mg of 391 after RP-HPLC purification (29% yield). MS (Q1) 473.2 (M)+ Yields the product N1N=CC2=C(C=CC=C12)C=1N=C(C2=C(N1)C(=C(S2)CN(C)S(=O)(=O)C)C)N2CCOCC2 (N-((2-(1H-indazol-4-yl)-7-methyl-4-morpholinothieno[3,2-d]pyrimidin-6-yl)methyl)-N-methylsulfonyl-methanamine). RXN SMILES: Cl[C:2]1[N:3]=[C:4]([N:15]2[CH2:20][CH2:19][O:18][CH2:17][CH2:16]2)[C:5]2[S:10][C:9]([CH2:11][NH:12][CH3:13])=[C:8]([CH3:14])[C:6]=2[N:7]=1.[CH3:21][S:22](Cl)(=[O:24])=[O:23].CC1(C)C(C)(C)OB([C:34]2[CH:42]=[CH:41][CH:40]=[C:39]3[C:35]=2[CH:36]=[N:37][NH:38]3)O1>>[NH:38]1[C:39]2[C:35](=[C:34]([C:2]3[N:3]=[C:4]([N:15]4[CH2:20][CH2:19][O:18][CH2:17][CH2:16]4)[C:5]4[S:10][C:9]([CH2:11][N:12]([S:22]([CH3:21])(=[O:24])=[O:23])[CH3:13])=[C:8]([CH3:14])[C:6]=4[N:7]=3)[CH:42]=[CH:41][CH:40]=2)[CH:36]=[N:37]1. Starting materials: O=C([O-])O, O=C(Cl)OCc1ccc([N+](=O)[O-])cc1, NCCOCC(=O)O, [Na+], O. Product: O=C(O)COCCNC(=O)OCc1ccc([N+](=O)[O-])cc1. As a reaction SMILES: [C:9](=[O:10])([OH:11])[O-:12].[N+:14](=[O:15])([O-:16])[c:17]1[cH:18][cH:19][c:20]([CH2:21][O:22][C:23](=[O:24])[Cl:25])[cH:26][cH:27]1.[NH2:1][CH2:2][CH2:3][O:4][CH2:5][C:6](=[O:7])[OH:8].[Na+:13].[OH2:28]>>[NH:1]([CH2:2][CH2:3][O:4][CH2:5][C:6](=[O:7])[OH:8])[C:23]([O:22][CH2:21][c:20]1[cH:19][cH:18][c:17]([N+:14](=[O:15])[O-:16])[cH:27][cH:26]1)=[O:24].